From a dataset of the Open Reaction Database (ORD), a public repository of structured organic reaction records. describe an organic reaction: reactants, conditions, products, and yield Starting materials: C(C)C1=NN=C(C(N1N)=O)C1=CC=CC=C1 (3-ethyl-4-amino-6-phenyl-5H-1,2,4-triazin-5-one), C1(=CC=C(C=C1)S(=O)(=O)O)C (p-toluenesulphonic acid). The solvent is CC(=O)C (acetone). Product: C(C)C1=NN=C(C(N1N=CCC)=O)C1=CC=CC=C1 (3-ethyl-4-propylideneamino-6-phenyl-5-H-1,2,4-triazin-5-one). Isolated yield 7323.4%. As a reaction SMILES: [CH2:1]([C:3]1[N:8]([NH2:9])[C:7](=[O:10])[C:6]([C:11]2[CH:16]=[CH:15][CH:14]=[CH:13][CH:12]=2)=[N:5][N:4]=1)[CH3:2].[C:17]1(C)[CH:22]=CC(S(O)(=O)=O)=C[CH:18]=1>CC(C)=O>[CH2:1]([C:3]1[N:8]([N:9]=[CH:18][CH2:17][CH3:22])[C:7](=[O:10])[C:6]([C:11]2[CH:16]=[CH:15][CH:14]=[CH:13][CH:12]=2)=[N:5][N:4]=1)[CH3:2]. Procedure details: 10.8 g (0.05 mole) of 3-ethyl-4-amino-6-phenyl-5H-1,2,4-triazin-5-one (known from DOS (German Published Specification) 2,138,031) were dissolved in 250 ml of acetone and after addition of 0.1 g of p-toluenesulphonic acid the mixture was heated to the boil under reflux for 1 hour. The reaction solution was filtered hot, the solvent was then partly distilled off and 20 to 50 ml of isopropanol were added to the residue. The crystalline precipitate thereupon obtained was filtered off and washed with... Reactants: C(=O)N[C@@H](CC(O)=O)C(=O)N[C@@H](CC1=CC=CC=C1)C(=O)O (N-formyl-L-α-aspartyl-L-phenylalanine), C(=O)N[C@@H](CC(O)=O)C(=O)N[C@@H](CC1=CC=CC=C1)C(=O)O (For-α-AP), O.[Na+].N[C@@H](CC1=CC=CC=C1)C(=O)[O-] (L-phenylalanine sodium salt monohydrate). The product is C(=O)N[C@@H](CC(=O)N[C@@H](CC1=CC=CC=C1)C(=O)O)C(=O)O (N-formyl-L-β-aspartyl-L-phenylalanine). The yield is 30.0%. As a reaction SMILES: C(N[C@H]([C:9]([NH:11][C@H:12]([C:20]([OH:22])=[O:21])[CH2:13][C:14]1C=CC=CC=1)=[O:10])CC(=O)O)=O.[OH2:23].[Na+].[NH2:25][C@H:26]([C:34]([O-:36])=[O:35])[CH2:27][C:28]1[CH:33]=[CH:32][CH:31]=[CH:30][CH:29]=1>>[CH:9]([NH:11][C@H:12]([C:20]([OH:22])=[O:21])[CH2:13][C:14]([NH:25][C@H:26]([C:34]([OH:36])=[O:35])[CH2:27][C:28]1[CH:33]=[CH:32][CH:31]=[CH:30][CH:29]=1)=[O:23])=[O:10] |f:1.2.3|. Reported procedure: Thereafter, the N-formyl-L-α-aspartyl-L-phenylalanine (hereinafter simply referred to as For-α-AP) in the reaction mixture was quantitatively analyzed by HPLC (High performance Liquid Chromatography), to find that it had been formed in a Yield of 68.2% based on the L-phenylalanine sodium salt monohydrate. In addition, 30.0% of N-formyl-L-β-aspartyl-L-phenylalanine (For-β-AP), etc. had been by-produced. Reactants: CC(C)c1cccc(Br)c1, CCOC(=O)CC#N, [Cl-], Cl, [Mg], [NH4+], O. Yields the product CCOC(=O)C=C(N)c1cccc(C(C)C)c1. As a reaction SMILES: [Br:1][c:2]1[cH:3][c:4]([CH:8]([CH3:9])[CH3:10])[cH:5][cH:6][cH:7]1.[C:12](#[N:13])[CH2:14][C:15](=[O:16])[O:17][CH2:18][CH3:19].[Cl-:20].[ClH:22].[Mg:11].[NH4+:21].[OH2:23]>>[c:2]1([C:12]([NH2:13])=[CH:14][C:15](=[O:16])[O:17][CH2:18][CH3:19])[cH:3][c:4]([CH:8]([CH3:9])[CH3:10])[cH:5][cH:6][cH:7]1. Reactants: NC1=C2C(=NC=N1)N(N=C2C2=NC=CN=C2)C(C)C=2OC(C1=CC=CC=C1C2C2=CC=CC=C2)=O (3-(1-(4-amino-3-(pyrazin-2-yl)-1H-pyrazolo[3,4-d]pyrimidin-1-yl)ethyl)-4-phenyl-1H-isochromen-1-one), NC1=C2C(=NC=N1)N(N=C2I)C(C)C=2OC(C1=CC=CC=C1C2C2=CC=CC=C2)=O (3-(1-(4-amino-3-iodo-1H-pyrazolo[3,4-d]pyrimidin-1-yl)ethyl)-4-phenyl-1H-isochromen-1-one), C[Sn](C1=C2C=NNC2=CC=C1)(C)C (4-(trimethylstannyl)-1H-indazole). The product is NC1=C2C(=NC=N1)N(N=C2C2=C1C=NNC1=CC=C2)C(C)C=2OC(C1=CC=CC=C1C2C2=CC=CC=C2)=O (3-(1-(4-amino-3-(1H-indazol-4-yl)-1H-pyrazolo[3,4-d]pyrimidin-1-yl)ethyl)-4-phenyl-1H-isochromen-1-one). Isolated yield 39.0%. RXN SMILES: [NH2:1][C:2]1[N:7]=[CH:6][N:5]=[C:4]2[N:8]([CH:17]([C:19]3[O:20][C:21](=[O:35])[C:22]4[C:27]([C:28]=3[C:29]3[CH:34]=[CH:33][CH:32]=[CH:31][CH:30]=3)=[CH:26][CH:25]=[CH:24][CH:23]=4)[CH3:18])[N:9]=[C:10](C3C=NC=CN=3)[C:3]=12.NC1N=CN=C2N(C(C3OC(=O)C4C(C=3C3C=CC=CC=3)=CC=CC=4)C)N=C(I)C=12.C[Sn](C)(C)[C:68]1[CH:76]=[CH:75][CH:74]=[C:73]2[C:69]=1[CH:70]=[N:71][NH:72]2>>[NH2:1][C:2]1[N:7]=[CH:6][N:5]=[C:4]2[N:8]([CH:17]([C:19]3[O:20][C:21](=[O:35])[C:22]4[C:27]([C:28]=3[C:29]3[CH:34]=[CH:33][CH:32]=[CH:31][CH:30]=3)=[CH:26][CH:25]=[CH:24][CH:23]=4)[CH3:18])[N:9]=[C:10]([C:68]3[CH:76]=[CH:75][CH:74]=[C:73]4[C:69]=3[CH:70]=[N:71][NH:72]4)[C:3]=12. Procedure: The title compound was made in a similar way as that of the compound of example 52 from 3-(1-(4-amino-3-iodo-1H-pyrazolo[3,4-d]pyrimidin-1-yl)ethyl)-4-phenyl-1H-isochromen-1-one (intermediate D2a, 50 mg, 0.098 mmol), and 4-(trimethylstannyl)-1H-indazole (Intermediate G19, 41.4 mg, 0,147 mmol) to give the title compound (19 mg, 39%). As a reaction SMILES: [CH3:1][O:2][c:3]1[c:4]([NH2:10])[n:5][cH:6][c:7]([CH3:9])[n:8]1.[F:11][c:12]1[c:13]([S:18](=[O:19])(=[O:20])[Cl:21])[cH:14][cH:15][cH:16][cH:17]1>>[CH3:1][O:2][c:3]1[c:4]([NH:10][S:18]([c:13]2[c:12]([F:11])[cH:17][cH:16][cH:15][cH:14]2)(=[O:19])=[O:20])[n:5][cH:6][c:7]([CH3:9])[n:8]1. The reactants are COc1nc(C)cnc1N, O=S(=O)(Cl)c1ccccc1F. Yields the product COc1nc(C)cnc1NS(=O)(=O)c1ccccc1F. Product: COC(=O)C1=CC=C(C=C1)C=1C([C@@H]2CC[C@]3([C@@]4(CC[C@@]5([C@@H]([C@H]4CC[C@@H]3[C@]2(CC1)C)[C@@H](CC5)C(=C)C)NCCN5CCN(CC5)C(=O)OC(C)(C)C)C)C)(C)C (tert-butyl 4-(2-(((1R,3aS,5aR,5bR,7aR,11aS,11bR,13aR,13bR)-9-(4-(methoxycarbonyl)phenyl)-5a,5b,8,8,11a-pentamethyl-1-(prop-1-en-2-yl)-2,3,3a,4,5,5a,5b,6,7,7a,8,11,11a,11b,12,13,13a,13b-octadecahydro-1H-cyclopenta[a]chrysen-3a-yl)amino)ethyl)piperazine-1-carboxylate). Reactants: ClCCN[C@]12[C@@H]([C@H]3CC[C@@H]4[C@]5(CC=C(C([C@@H]5CC[C@]4([C@@]3(CC1)C)C)(C)C)C1=CC=C(C(=O)OC)C=C1)C)[C@@H](CC2)C(=C)C (methyl 4-((1R,3aS,5aR,5bR,7aR,11aS,11bR,13aR,13bR)-3a-((2-chloroethyl)amino)-5a,5b,8,8,11a-pentamethyl-1-(prop-1-en-2-yl)-2,3,3a,4,5,5a,5b,6,7,7a,8,11,11a,11b,12,13,13a,13b-octadecahydro-1H-cyclopenta[a]chrysen-9-yl)benzoate), CCN(C(C)C)C(C)C (Hunig's Base), N1(CCNCC1)C(=O)OC(C)(C)C (tert-butyl piperazine-1-carboxylate). Yield: 52.3%. Run at temperature 120 celsius. As a reaction SMILES: Cl[CH2:2][CH2:3][NH:4][C@:5]12[CH2:40][CH2:39][C@@H:38]([C:41]([CH3:43])=[CH2:42])[C@@H:6]1[C@@H:7]1[C@@:20]([CH3:23])([CH2:21][CH2:22]2)[C@@:19]2([CH3:24])[C@@H:10]([C@:11]3([CH3:37])[C@@H:16]([CH2:17][CH2:18]2)[C:15]([CH3:26])([CH3:25])[C:14]([C:27]2[CH:36]=[CH:35][C:30]([C:31]([O:33][CH3:34])=[O:32])=[CH:29][CH:28]=2)=[CH:13][CH2:12]3)[CH2:9][CH2:8]1.CCN(C(C)C)C(C)C.[N:53]1([C:59]([O:61][C:62]([CH3:65])([CH3:64])[CH3:63])=[O:60])[CH2:58][CH2:57][NH:56][CH2:55][CH2:54]1>CS(C)=O>[CH3:34][O:33][C:31]([C:30]1[CH:29]=[CH:28][C:27]([C:14]2[C:15]([CH3:25])([CH3:26])[C@H:16]3[C@:11]([CH3:37])([CH2:12][CH:13]=2)[C@@H:10]2[C@:19]([CH3:24])([C@@:20]4([CH3:23])[C@H:7]([CH2:8][CH2:9]2)[C@H:6]2[C@H:38]([C:41]([CH3:43])=[CH2:42])[CH2:39][CH2:40][C@:5]2([NH:4][CH2:3][CH2:2][N:56]2[CH2:57][CH2:58][N:53]([C:59]([O:61][C:62]([CH3:65])([CH3:64])[CH3:63])=[O:60])[CH2:54][CH2:55]2)[CH2:22][CH2:21]4)[CH2:18][CH2:17]3)=[CH:36][CH:35]=1)=[O:32]. Reported procedure: A mixture of methyl 4-((1R,3aS,5aR,5bR,7aR,11aS,11bR,13aR,13bR)-3a-((2-chloroethyl)amino)-5a,5b,8,8,11a-pentamethyl-1-(prop-1-en-2-yl)-2,3,3a,4,5,5a,5b,6,7,7a,8,11,11a,11b,12,13,13a,13b-octadecahydro-1H-cyclopenta[a]chrysen-9-yl)benzoate (230 mg, 0.379 mmol), Hunig's Base (0.331 mL, 1.895 mmol) and tert-butyl piperazine-1-carboxylate (141 mg, 0.759 mmol) in DMSO (3 mL) was heated up at 120° C. for 1 hour. The reaction mixture was quenched with water (10 mL), extracted with ethyl acetate (3×8 mL)... The solvent is CS(=O)C (DMSO). Reactants: C(C)(C)(C)OC(=O)N1CCC(CC1)C1(CCCC1)C(=O)OCC (4-(1-ethoxycarbonyl-cyclopentyl)-piperidine-1-carboxylic acid tert-butyl ester), [OH-].[Na+] (NaOH), Cl (hydrochloric acid). Solvent: CCO (EtOH). Conditions: time 14 day. Product: C(C)(C)(C)OC(=O)N1CCC(CC1)C1(CCCC1)C(=O)O (4-(1-Carboxy-cyclopentyl)-piperidine-1-carboxylic acid tert-butyl ester). Reaction SMILES: [C:1]([O:5][C:6]([N:8]1[CH2:13][CH2:12][CH:11]([C:14]2([C:19]([O:21]CC)=[O:20])[CH2:18][CH2:17][CH2:16][CH2:15]2)[CH2:10][CH2:9]1)=[O:7])([CH3:4])([CH3:3])[CH3:2].[OH-].[Na+].Cl>CCO>[C:1]([O:5][C:6]([N:8]1[CH2:9][CH2:10][CH:11]([C:14]2([C:19]([OH:21])=[O:20])[CH2:18][CH2:17][CH2:16][CH2:15]2)[CH2:12][CH2:13]1)=[O:7])([CH3:4])([CH3:2])[CH3:3] |f:1.2|. Procedure details: A solution of 1.2 g of 4-(1-ethoxycarbonyl-cyclopentyl)-piperidine-1-carboxylic acid tert-butyl ester in a mixture of 100 ml of EtOH and 50 ml of an 1M aqueous NaOH is stirred at 70° for 14 days, EtAc is added and two phases obtained are are separated. The aqueous layer obtained is acidified with hydrochloric acid (pH 2-3) and extracted with EtAc. The organic layer obtained is washed with brine, dried and solvent is evaporated. 4-(1-Carboxy-cyclopentyl)-piperidine-1-carboxylic acid tert-butyl es... The reactants are BrCc1ccccc1, Oc1ccc(Br)cc1, CS(C)=O, CC(C)(C)[O-], [K+]. The product is Brc1ccc(OCc2ccccc2)cc1. Reaction SMILES: [Br:15][CH2:16][c:17]1[cH:18][cH:19][cH:20][cH:21][cH:22]1.[Br:1][c:2]1[cH:3][cH:4][c:5]([OH:8])[cH:6][cH:7]1.[CH3:23][S:24]([CH3:25])=[O:26].[CH3:9][C:10]([CH3:11])([O-:12])[CH3:13].[K+:14]>>[Br:1][c:2]1[cH:3][cH:4][c:5]([O:8][CH2:16][c:17]2[cH:18][cH:19][cH:20][cH:21][cH:22]2)[cH:6][cH:7]1.